From a dataset of the Open Reaction Database (ORD), a public repository of structured organic reaction records. describe an organic reaction: reactants, conditions, products, and yield Reactants: C(C)(C)(C)OC(NC(C(=O)NC=1N=C(C2=CC=CC=C2C1)C#C)C)=O (tert-butyl-N-[1-[(1-ethynylisoquinolin-3-yl)amino]-1-oxopropan-2-yl]-carbamate), BrC=1N=CSC1 (4-bromo-1,3-thiazole), CCN(C(C)C)C(C)C (DIPEA). The reagents and catalysts are [Cu]I (copper(I) iodide), Cl[Pd]([P](C1=CC=CC=C1)(C2=CC=CC=C2)C3=CC=CC=C3)([P](C4=CC=CC=C4)(C5=CC=CC=C5)C6=CC=CC=C6)Cl (Dichlorobis(triphenylphosphine)palladium(II)). Run in CN1CCCC1=O (NMP). The product is C(C)(C)(C)OC(NC(C(NC=1N=C(C2=CC=CC=C2C1)C#CC=1N=CSC1)=O)C)=O (tert-butyl-N-[1-oxo-1-[[1-[2-(1,3-thiazol-4-yl)ethynyl]isoquinolin-3-yl]amino]-propan-2-yl]carbamate). As a reaction SMILES: [C:1]([O:5][C:6](=[O:25])[NH:7][CH:8]([CH3:24])[C:9]([NH:11][C:12]1[N:13]=[C:14]([C:22]#[CH:23])[C:15]2[C:20]([CH:21]=1)=[CH:19][CH:18]=[CH:17][CH:16]=2)=[O:10])([CH3:4])([CH3:3])[CH3:2].Br[C:27]1[N:28]=[CH:29][S:30][CH:31]=1.CCN(C(C)C)C(C)C>CN1C(=O)CCC1.[Cu]I.Cl[Pd](Cl)([P](C1C=CC=CC=1)(C1C=CC=CC=1)C1C=CC=CC=1)[P](C1C=CC=CC=1)(C1C=CC=CC=1)C1C=CC=CC=1>[C:1]([O:5][C:6](=[O:25])[NH:7][CH:8]([CH3:24])[C:9](=[O:10])[NH:11][C:12]1[N:13]=[C:14]([C:22]#[C:23][C:27]2[N:28]=[CH:29][S:30][CH:31]=2)[C:15]2[C:20]([CH:21]=1)=[CH:19][CH:18]=[CH:17][CH:16]=2)([CH3:4])([CH3:3])[CH3:2] |^1:52,71|. Procedure details: A mixture of tert-butyl-N-[1-[(1-ethynylisoquinolin-3-yl)amino]-1-oxopropan-2-yl]-carbamate D4a (50 mg, 0.15 mmol), 4-bromo-1,3-thiazole (24 mg, 0.15 mmol), copper(I) iodide (3 mg, 0.02 mmol), Dichlorobis(triphenylphosphine)palladium(II) (10 mg, 0.01 mmol) and DIPEA (75 μl, 0.44 mmol) is stirred under argon atmosphere in NMP (1 ml) for 2 h at 80° C. The mixture is concentrated in vacuo and the product purified by RP HPLC. Yield: 12 mg (19%). HPLC-MS: M+H=423; tR=1.84 min (*Method—4). The reactants are C([O-])([O-])=O.[Cs+].[Cs+] (cesium carbonate), ClC=1C2=C(N=CN1)C=CN2 (4-chloro-5H-pyrrolo[3,2-d]pyrimidine), BrCC(C)C (1-bromo-2-methylpropane). Solvent: O (water), CN(C=O)C (N,N-dimethylformamide). Yields the product ClC=1C2=C(N=CN1)C=CN2CC(C)C (4-chloro-5-isobutyl-5H-pyrrolo[3,2-d]pyrimidine). Yield: 102.5%. Reaction SMILES: [Cl:1][C:2]1[C:3]2[NH:10][CH:9]=[CH:8][C:4]=2[N:5]=[CH:6][N:7]=1.C(=O)([O-])[O-].[Cs+].[Cs+].Br[CH2:18][CH:19]([CH3:21])[CH3:20]>CN(C)C=O.O>[Cl:1][C:2]1[C:3]2[N:10]([CH2:18][CH:19]([CH3:21])[CH3:20])[CH:9]=[CH:8][C:4]=2[N:5]=[CH:6][N:7]=1 |f:1.2.3|. Procedure: To a suspension of 4-chloro-5H-pyrrolo[3,2-d]pyrimidine (150 mg) in N,N-dimethylformamide (1.6 mL) was added cesium carbonate (478 mg) under ice-cooling, and the mixture was stirred while warming to room temperature for 15 min. To the reaction mixture was added 1-bromo-2-methylpropane (336 mg), and the mixture was stirred at room temperature for 19 hrs. The reaction mixture was diluted with water (20 mL) and extracted with ethyl acetate (30 mL×3). The organic layer was washed with saturated brin...